The task is: describe an organic reaction: reactants, conditions, products, and yield. This data is from the Open Reaction Database (ORD), a public repository of structured organic reaction records. Starting materials: [NH4+].[Cl-] (NH4Cl), Cl.NC(=N)N (guanidine hydrochloride), [OH-].[Na+] (NaOH), ClC1=CC=C(C=C1)N1C(=NC2=C(C1=O)C=NN2C2=CC=CC=C2)C2=CC=C(C=C2)C(C=CN(C)C)=O (5-(4-chloro-phenyl)-6-[4-(3-dimethylamino-acryloyl)-phenyl]-1-phenyl-1,5-dihydro-pyrazolo[3,4-d]pyrimidin-4-one). The solvent is CO (MeOH). Product: NC1=NC=CC(=N1)C1=CC=C(C=C1)C=1N(C(C2=C(N1)N(N=C2)C2=CC=CC=C2)=O)C2=CC=C(C=C2)Cl (6-[4-(2-amino-pyrimidin-4-yl)-phenyl]-5-(4-chloro-phenyl)-1-phenyl-1,5-dihydro-pyrazolo[3,4-d]pyrimidin-4-one). Reaction SMILES: [Cl:1][C:2]1[CH:7]=[CH:6][C:5]([N:8]2[C:13](=[O:14])[C:12]3[CH:15]=[N:16][N:17]([C:18]4[CH:23]=[CH:22][CH:21]=[CH:20][CH:19]=4)[C:11]=3[N:10]=[C:9]2[C:24]2[CH:29]=[CH:28][C:27]([C:30](=O)[CH:31]=[CH:32]N(C)C)=[CH:26][CH:25]=2)=[CH:4][CH:3]=1.Cl.[NH2:38][C:39]([NH2:41])=[NH:40].[OH-].[Na+].[NH4+].[Cl-]>CO>[NH2:40][C:39]1[N:41]=[C:30]([C:27]2[CH:26]=[CH:25][C:24]([C:9]3[N:8]([C:5]4[CH:4]=[CH:3][C:2]([Cl:1])=[CH:7][CH:6]=4)[C:13](=[O:14])[C:12]4[CH:15]=[N:16][N:17]([C:18]5[CH:23]=[CH:22][CH:21]=[CH:20][CH:19]=5)[C:11]=4[N:10]=3)=[CH:29][CH:28]=2)[CH:31]=[CH:32][N:38]=1 |f:1.2,3.4,5.6|. Reported procedure: A suspension of 5-(4-chloro-phenyl)-6-[4-(3-dimethylamino-acryloyl)-phenyl]-1-phenyl-1,5-dihydro-pyrazolo[3,4-d]pyrimidin-4-one (24 mg, 0.048 mmol) in MeOH (1 mL) is treated with guanidine hydrochloride (12 mg, 0.13 mmol) and NaOH (4 mg, 0.1 mmol) at 80° C. for 34 h. After cooling down to room temperature, the mixture is treated with saturated aqueus NH4Cl solution (2 mL) and extracted with EtOAc (3×2 mL). The organic layers are concentrated and purified by preparative thin layer chromatography ... The reactants are CC(C)(C)OC(=O)NC1CCN(c2ccc(Cl)nn2)CC1, C1CCOC1, CO, Cl, C1COCCO1. As a reaction SMILES: [C:1]([O:2][C:3](=[O:4])[NH:7][CH:8]1[CH2:9][CH2:10][N:11]([c:14]2[n:15][n:16][c:17]([Cl:20])[cH:18][cH:19]2)[CH2:12][CH2:13]1)([CH3:5])([CH3:6])[CH3:21].[CH2:29]1[O:30][CH2:31][CH2:32][CH2:33]1.[CH3:34][OH:35].[ClH:22].[O:23]1[CH2:24][CH2:25][O:26][CH2:27][CH2:28]1>>[NH2:7][CH:8]1[CH2:9][CH2:10][N:11]([c:14]2[n:15][n:16][c:17]([Cl:20])[cH:18][cH:19]2)[CH2:12][CH2:13]1. Product: NC1CCN(c2ccc(Cl)nn2)CC1. As a reaction SMILES: [N:1]1[CH:6]=[CH:5][CH:4]=[CH:3][C:2]=1[CH:7]1[CH2:11][CH2:10][CH2:9][C:8]1=[O:12].C(O)C.[Na].C(O)(=O)C>C(Cl)Cl.O>[OH:12][CH:8]1[CH2:9][CH2:10][CH2:11][CH:7]1[C:2]1[CH:3]=[CH:4][CH:5]=[CH:6][N:1]=1 |^1:15|. Isolated yield 75.3%. The product is OC1C(CCC1)C1=NC=CC=C1 (1-hydroxy-2-(2-pyridyl)cyclopentane). The solvent is C(Cl)Cl (methylene chloride), O (water). Reported procedure: In an argon gas stream atmosphere, 80.0 g (496 mM) of 2-(2-pyridyl)cyclopentanone and 1600 ml of dry ethanol were placed in a 2 liter-three-necked flask, followed by stirring at room temperature and then addition thereto of 18.7 g (496 mM) of sodium boronhydride. The system was then stirred for 2 hours at room temperature, followed by addition thereto of a small amount of acetic acid and water. The reaction mixture was methylene chloride. The organic layer was dried with anhydrous sodium sulfate... Starting materials: N1=C(C=CC=C1)C1C(CCC1)=O (2-(2-pyridyl)cyclopentanone), C(C)(=O)O (acetic acid), C(C)O (ethanol), [Na] (sodium). Starting materials: NC(CC(C(=O)OCC)C)C1=C(C=CC=C1OC)OC (ethyl 4-amino-4-(2,6-dimethoxyphenyl)-2-methylbutanoate), FC(COC=1C=C(C=O)C=CC1)F (3-(2,2-difluoroethoxy)benzaldehyde). The product is FC(COC=1C=C(CN2C(C(CC2C2=C(C=CC=C2OC)OC)C)=O)C=CC1)F (1-(3-(2,2-difluoroethoxy)benzyl)-5-(2,6-dimethoxyphenyl)-3-methylpyrrolidin-2-one). Reaction SMILES: [NH2:1][CH:2]([C:11]1[C:16]([O:17][CH3:18])=[CH:15][CH:14]=[CH:13][C:12]=1[O:19][CH3:20])[CH2:3][CH:4]([CH3:10])[C:5]([O:7]CC)=O.[F:21][CH:22]([F:33])[CH2:23][O:24][C:25]1[CH:26]=[C:27]([CH:30]=[CH:31][CH:32]=1)[CH:28]=O>>[F:21][CH:22]([F:33])[CH2:23][O:24][C:25]1[CH:26]=[C:27]([CH:30]=[CH:31][CH:32]=1)[CH2:28][N:1]1[CH:2]([C:11]2[C:12]([O:19][CH3:20])=[CH:13][CH:14]=[CH:15][C:16]=2[O:17][CH3:18])[CH2:3][CH:4]([CH3:10])[C:5]1=[O:7]. Procedure details: Prepared according to the described general procedure 2 (GP2) by reaction of ethyl 4-amino-4-(2,6-dimethoxyphenyl)-2-methylbutanoate with 3-(2,2-difluoroethoxy)benzaldehyde. Subsequent purification by preparative HPLC afforded the target compound. LC-MS (conditions A): tR=0.85 min.; [M+H]+: 406.06 g/mol. Reactants: FC=1C=C(C=CC1N1CC(C1)OC)N1C(O[C@@H](C1)CCS(=O)(=O)[O-])=O ((R)-[[3-[3-fluoro-4-(3-methoxy-1-azetidinyl)phenyl]-2-oxo-5-oxazolidinyl]methyl]methanesulfonate), CO.C(Cl)(Cl)Cl (methanol chloroform), [N-]=[N+]=[N-].[Na+] (sodium azide), [N-]=[N+]=[N-].[Na+] (sodium azide), S(C)(=O)(=O)[O-] (mesylate). Solvent: CN(C=O)C (N,N-dimethylformamide). Run at temperature 65 celsius, time 2 hour. The product is FC=1C=C(C=CC1N1CC(C1)OC)N1C(O[C@H](C1)CN=[N+]=[N-])=O ((R)-[[3-[3-fluoro-4-(3-methoxy-1-azetidinyl)phenyl]-2-oxo-5-oxazolidinyl]methyl]azide). Yield: 97.5%. RXN SMILES: [F:1][C:2]1[CH:3]=[C:4]([N:14]2[CH2:18][C@@H:17]([CH2:19]CS([O-])(=O)=O)[O:16][C:15]2=[O:25])[CH:5]=[CH:6][C:7]=1[N:8]1[CH2:11][CH:10]([O:12][CH3:13])[CH2:9]1.[N-:26]=[N+:27]=[N-:28].[Na+].S([O-])(=O)(=O)C.CO.C(Cl)(Cl)Cl>CN(C)C=O>[F:1][C:2]1[CH:3]=[C:4]([N:14]2[CH2:18][C@H:17]([CH2:19][N:26]=[N+:27]=[N-:28])[O:16][C:15]2=[O:25])[CH:5]=[CH:6][C:7]=1[N:8]1[CH2:11][CH:10]([O:12][CH3:13])[CH2:9]1 |f:1.2,4.5|. Procedure: (R)-[[3-[3-fluoro-4-(3-methoxy-1-azetidinyl)phenyl]-2-oxo-5-oxazolidinyl]methyl]methanesulfonate (0.508 g, 1.36 mmol) was combined with sodium azide (0.106 g, 1.63 mmol) in N,N-dimethylformamide (4 mL). The reaction mixture was heated to 65° C. under a nitrogen atmosphere. After 2 hours, a small amount of the starting mesylate still remained by TLC analysis (5% methanol/chloroform). An additional 0.044 g of sodium azide was added and the reaction heated for a further 1.5 h, at which time TLC rev... RXN SMILES: [C:1]([O:5][C:6]([N:8]1[CH2:12][CH2:11][CH:10]([OH:13])[CH2:9]1)=[O:7])([CH3:4])([CH3:3])[CH3:2].[H-].[Na+].[CH2:16](Br)[C:17]1[CH:22]=[CH:21][CH:20]=[CH:19][CH:18]=1>CN(C)C=O>[CH2:16]([O:13][CH:10]1[CH2:11][CH2:12][N:8]([C:6]([O:5][C:1]([CH3:4])([CH3:2])[CH3:3])=[O:7])[CH2:9]1)[C:17]1[CH:22]=[CH:21][CH:20]=[CH:19][CH:18]=1 |f:1.2|. The yield is 110.5%. Procedure: A solution of 1-(tert-butoxycarbonyl)-3-hydroxy-pyrrolidine (430 mg, 2.30 mmol) in N,N-dimethylformamide (3 ml) was added to a solution of sodium hydride (60% dispersion in mineral oil, 137 mg, 3.43 mmol) and the mixture was stirred for one hour. A solution of benzyl bromide (562 mg, 3.29 mmol) in N,N-dimethylformamide (1 ml) was added to the solution and the mixture was stirred overnight. Reaction was quenched with water and the reaction mixture was extracted with diethyl ether. The organic lay... Reaction conditions: time 1 hour. The reactants are C(C)(C)(C)OC(=O)N1CC(CC1)O (1-(tert-butoxycarbonyl)-3-hydroxy-pyrrolidine), [H-].[Na+] (sodium hydride), C(C1=CC=CC=C1)Br (benzyl bromide). The product is C(C1=CC=CC=C1)OC1CN(CC1)C(=O)OC(C)(C)C (3-benzyloxy-1-(tert-butoxycarbonyl)-pyrrolidine). The solvent is CN(C=O)C (N,N-dimethylformamide), CN(C=O)C (N,N-dimethylformamide). The reactants are C(C1=CC=CC=C1)NC=1C(=C(C(=O)NCC=2C(NC(=CC2C)C)=O)C=CC1)C(F)(F)F (3-(benzylamino)-N-[(4,6-dimethyl-2-oxo-1,2-dihydropyridin-3-yl)methyl]-2-(trifluoromethyl)benzamide), C(C)(=O)O (acetic acid), C(C)=O (acetaldehyde), C(C)(=O)O[BH-](OC(C)=O)OC(C)=O.[Na+] (sodium triacetoxyborohydride), C(C)(=O)O[BH-](OC(C)=O)OC(C)=O.[Na+] (sodium triacetoxyborohydride), C(=O)(O)[O-].[Na+] (NaHCO3), C(C)=O (acetaldehyde). Run in ClCCCl (DCE), O (Water). Run at time 10 minute. The product is C(C1=CC=CC=C1)N(C=1C(=C(C(=O)NCC=2C(NC(=CC2C)C)=O)C=CC1)C(F)(F)F)CC (3-[benzyl(ethyl)amino]-N-[(4,6-dimethyl-2-oxo-1,2-dihydropyridin-3-yl)methyl]-2-(trifluoromethyl)benzamide). The yield is 36.1%. RXN SMILES: [CH2:1]([NH:8][C:9]1[C:10]([C:28]([F:31])([F:30])[F:29])=[C:11]([CH:25]=[CH:26][CH:27]=1)[C:12]([NH:14][CH2:15][C:16]1[C:17](=[O:24])[NH:18][C:19]([CH3:23])=[CH:20][C:21]=1[CH3:22])=[O:13])[C:2]1[CH:7]=[CH:6][CH:5]=[CH:4][CH:3]=1.[C:32](O)(=O)[CH3:33].C(=O)C.C(O[BH-](OC(=O)C)OC(=O)C)(=O)C.[Na+].C([O-])(O)=O.[Na+]>ClCCCl.O>[CH2:1]([N:8]([CH2:32][CH3:33])[C:9]1[C:10]([C:28]([F:31])([F:29])[F:30])=[C:11]([CH:25]=[CH:26][CH:27]=1)[C:12]([NH:14][CH2:15][C:16]1[C:17](=[O:24])[NH:18][C:19]([CH3:23])=[CH:20][C:21]=1[CH3:22])=[O:13])[C:2]1[CH:3]=[CH:4][CH:5]=[CH:6][CH:7]=1 |f:3.4,5.6|. Procedure: To a solution of 3-(benzylamino)-N-[(4,6-dimethyl-2-oxo-1,2-dihydropyridin-3-yl)methyl]-2-(trifluoromethyl)benzamide (198 mg, 0.46 mmol) in DCE (5 ml) was added acetic acid (80 μl, 1.38 mmol) followed by acetaldehyde (129 μl, 2.31 mmol) after which the reaction was stirred at room temperature for 10 min. Then sodium triacetoxyborohydride (490 mg, 2.31 mmol) was added in one portion and the reaction was stirred at room temperature for 16 h. Further 4×130 uL treatments with acetaldehyde and 4×0.5 ... Starting materials: Br, COc1ccc(N2C(=O)c3ccccc3C2=O)c(OC)n1, CC(=O)O. Product: Br, COc1ccc(N2C(=O)c3ccccc3C2=O)c(O)n1. Reaction SMILES: [BrH:22].[CH3:1][O:2][c:3]1[n:4][c:5]([O:20][CH3:21])[cH:6][cH:7][c:8]1[N:9]1[C:10](=[O:19])[c:11]2[c:12]([cH:15][cH:16][cH:17][cH:18]2)[C:13]1=[O:14].[CH3:23][C:24](=[O:25])[OH:26]>>[BrH:22].[OH:2][c:3]1[n:4][c:5]([O:20][CH3:21])[cH:6][cH:7][c:8]1[N:9]1[C:10](=[O:19])[c:11]2[c:12]([cH:15][cH:16][cH:17][cH:18]2)[C:13]1=[O:14]. Starting materials: N(=O)OCCC(C)C (Isoamyl nitrite), NC1=C(C=CC=C1F)C(C=P(C1=CC=CC=C1)(C1=CC=CC=C1)C1=CC=CC=C1)=O (1-(2-amino-3-fluorophenyl)-2-(triphenylphosphoranylidene)ethanone). Run in Cl (HCl). Yields the product FC=1C=CC=C2C(C(N=NC12)=P(C1=CC=CC=C1)(C1=CC=CC=C1)C1=CC=CC=C1)=O (8-fluoro-3-(triphenylphosphoranylidene)cinnolin-4(3H)-one). As a reaction SMILES: [N:1](OCCC(C)C)=O.[NH2:9][C:10]1[C:15]([F:16])=[CH:14][CH:13]=[CH:12][C:11]=1[C:17](=[O:38])[CH:18]=[P:19]([C:32]1[CH:37]=[CH:36][CH:35]=[CH:34][CH:33]=1)([C:26]1[CH:31]=[CH:30][CH:29]=[CH:28][CH:27]=1)[C:20]1[CH:25]=[CH:24][CH:23]=[CH:22][CH:21]=1>Cl>[F:16][C:15]1[CH:14]=[CH:13][CH:12]=[C:11]2[C:10]=1[N:9]=[N:1][C:18](=[P:19]([C:32]1[CH:33]=[CH:34][CH:35]=[CH:36][CH:37]=1)([C:20]1[CH:25]=[CH:24][CH:23]=[CH:22][CH:21]=1)[C:26]1[CH:27]=[CH:28][CH:29]=[CH:30][CH:31]=1)[C:17]2=[O:38]. Reported procedure: Isoamyl nitrite (1.9 eq) was added to a stirred solution of D2 in HCl (0.5 M solution in MeOH) at 0° C. After the consumption of the starting material (15-30 min), the solution was allowed to warm to RT and was made alkaline (pH=9) by addition of 10% NaOH. The resulting precipitate was collected by filtration affording the title compound as a white solid.